Dataset: the Open Reaction Database (ORD), a public repository of structured organic reaction records. Task: describe an organic reaction: reactants, conditions, products, and yield The reactants are ClC1=CC=C(C=N1)CNC1=NC(=NC(=N1)NC1=CC(=C(C=C1)F)C(F)(F)F)NN (N-(6-Chloro-pyridin-3-ylmethyl)-N′-(4-fluoro-3-trifluoromethylphenyl)-6-hydrazino-[1,3,5]triazine-2,4-diamine), FC(OC1=CC=C(C=O)C=C1)(F)F (4-(trifluoromethoxy)benzaldehyde). The solvent is C(C)O (ethanol). Conditions: time 24 hour. The product is ClC1=CC=C(C=N1)CNC1=NC(=NC(=N1)NC1=CC(=C(C=C1)F)C(F)(F)F)NN=CC1=CC=C(C=C1)OC(F)(F)F (N-(6-Chloropyridin-3-ylmethyl)-N′-(4-fluoro-3-trifluoromethyl-phenyl)-6-{N′-[1-(4-trifluoromethoxyphenyl)-methylidene]-hydrazino}-[1,3,5]triazine-2,4-diamine). The yield is 45.9%. As a reaction SMILES: [Cl:1][C:2]1[N:7]=[CH:6][C:5]([CH2:8][NH:9][C:10]2[N:15]=[C:14]([NH:16][C:17]3[CH:22]=[CH:21][C:20]([F:23])=[C:19]([C:24]([F:27])([F:26])[F:25])[CH:18]=3)[N:13]=[C:12]([NH:28][NH2:29])[N:11]=2)=[CH:4][CH:3]=1.[F:30][C:31]([F:42])([F:41])[O:32][C:33]1[CH:40]=[CH:39][C:36]([CH:37]=O)=[CH:35][CH:34]=1>C(O)C>[Cl:1][C:2]1[N:7]=[CH:6][C:5]([CH2:8][NH:9][C:10]2[N:15]=[C:14]([NH:16][C:17]3[CH:22]=[CH:21][C:20]([F:23])=[C:19]([C:24]([F:25])([F:27])[F:26])[CH:18]=3)[N:13]=[C:12]([NH:28][N:29]=[CH:37][C:36]3[CH:39]=[CH:40][C:33]([O:32][C:31]([F:30])([F:41])[F:42])=[CH:34][CH:35]=3)[N:11]=2)=[CH:4][CH:3]=1. Procedure: A 20 mL flask was charged with N-(6-chloropyridin-3-yl-methyl)-N′-(4-fluoro-3-trifluoromethylphenyl)-6-hydrazino-1,3,5-triazine-2,4-diamine (XIX) (285 mg, 0.66 mmol), 4-(trifluoromethoxy)benzaldehyde (251 mg, 1.32 mmol), and ethanol (10 mL), and the resulting mixture stirred at ambient temperature for 24 h. The mixture was concentrated under vacuum, the residue washed with hexanes and recrystallized from hexanes-ethyl ether to afford the titled compound (2) as a white solid (182 mg, 45% yield): ... Reactants: O=C1NCC2C=CCC(C12)C(=O)OCC (ethyl (1RS,2RS,6RS)-9-oxo-8-azabicyclo[4.3.0]non-4-ene-2-carboxylate), S(O)(O)(=O)=O (sulphuric acid), O=C1NCC2C=CCC(C12)C(=O)OCC (ethyl (1RS,2RS,6RS)-9-oxo-8-azabicyclo[4.3.0]non-4-ene-2-carboxylate). Reported procedure: 8.36 g (40 nmol) of ethyl (1RS,2RS,6RS)-9-oxo-8-azabicyclo[4.3.0]non-4-ene-2-carboxylate (product A from Example K.2.) are stirred at 60° C. for 40 h with 30 ml of water and 5 g of conc. sulphuric acid. On cooling, the product precipitates. The precipitate is washed with a little cold water and dried in a vacuum drying oven at 50° C. Run in O (water). As a reaction SMILES: [O:1]=[C:2]1[CH:10]2[CH:5]([CH:6]=[CH:7][CH2:8][CH:9]2[C:11]([O:13]CC)=[O:12])[CH2:4][NH:3]1.S(=O)(=O)(O)O>O>[O:1]=[C:2]1[CH:10]2[CH:5]([CH:6]=[CH:7][CH2:8][CH:9]2[C:11]([OH:13])=[O:12])[CH2:4][NH:3]1. Yields the product O=C1NCC2C=CCC(C12)C(=O)O ((1RS,2RS,6RS)-9-Oxo-8-azabicyclo[4.3.0]non-4-ene-2-carboxylic acid). Reactants: CCN(C(C)C)C(C)C, Cc1onc(-c2cccc(Cl)c2)c1COc1ccc(C(=O)O)cn1, F[B-](F)(F)F, NCC(F)(F)F, CN(C)C=O, CN(C)C(On1nnc2ccccc21)=[N+](C)C. Product: Cc1onc(-c2cccc(Cl)c2)c1COc1ccc(C(=O)NCC(F)(F)F)cn1. RXN SMILES: [CH:47]([N:48]([CH2:49][CH3:50])[CH:51]([CH3:52])[CH3:53])([CH3:54])[CH3:55].[Cl:1][c:2]1[cH:3][c:4](-[c:8]2[n:9][o:10][c:11]([CH3:24])[c:12]2[CH2:13][O:14][c:15]2[n:16][cH:17][c:18]([C:19](=[O:20])[OH:21])[cH:22][cH:23]2)[cH:5][cH:6][cH:7]1.[F:25][B-:26]([F:27])([F:28])[F:29].[F:56][C:57]([CH2:58][NH2:59])([F:60])[F:61].[O:62]=[CH:63][N:64]([CH3:65])[CH3:66].[n:30]1([O:31][C:32]([N:33]([CH3:34])[CH3:35])=[N+:36]([CH3:37])[CH3:38])[c:39]2[cH:40][cH:41][cH:42][cH:43][c:44]2[n:45][n:46]1>>[Cl:1][c:2]1[cH:3][c:4](-[c:8]2[n:9][o:10][c:11]([CH3:24])[c:12]2[CH2:13][O:14][c:15]2[n:16][cH:17][c:18]([C:19](=[O:21])[NH:59][CH2:58][C:57]([F:56])([F:60])[F:61])[cH:22][cH:23]2)[cH:5][cH:6][cH:7]1. The reactants are C=CC#N, CCCCP(=O)(O)OCC, CC(=O)O, CCO, [Na]. The product is CCCCP(=O)(CCC#N)OCC. As a reaction SMILES: [CH2:11]=[CH:12][C:13]#[N:14].[CH2:1]([CH3:2])[O:3][P:4]([OH:5])(=[O:6])[CH2:7][CH2:8][CH2:9][CH3:10].[CH3:16][C:17](=[O:18])[OH:19].[CH3:20][CH2:21][OH:22].[Na:15]>>[CH2:1]([CH3:2])[O:3][P:4](=[O:6])([CH2:7][CH2:8][CH2:9][CH3:10])[CH2:11][CH2:12][C:13]#[N:14].